From a dataset of the Open Reaction Database (ORD), a public repository of structured organic reaction records. describe an organic reaction: reactants, conditions, products, and yield Starting materials: CCOc1c(NC(C)(C)C)c(=O)c1=O, CCO, Cc1cc(Cl)cc(Cl)c1CN. The product is Cc1cc(Cl)cc(Cl)c1CNc1c(NC(C)(C)C)c(=O)c1=O. RXN SMILES: [CH2:1]([O:2][c:4]1[c:5](=[O:14])[c:6](=[O:13])[c:7]1[NH:8][C:9]([CH3:10])([CH3:11])[CH3:12])[CH3:3].[CH3:26][CH2:27][OH:28].[Cl:15][c:16]1[c:17]([CH2:18][NH2:19])[c:20]([CH3:25])[cH:21][c:22]([Cl:24])[cH:23]1>>[c:4]1([NH:19][CH2:18][c:17]2[c:16]([Cl:15])[cH:23][c:22]([Cl:24])[cH:21][c:20]2[CH3:25])[c:5](=[O:14])[c:6](=[O:13])[c:7]1[NH:8][C:9]([CH3:10])([CH3:11])[CH3:12]. The reactants are CCOC=C(C(=O)OCC)C(=O)c1cc(F)c(F)c(F)c1F, ClCCl, Cl, CCOC(=O)CCN, [Na+], O=C([O-])O, O. Product: CCOC(=O)CCNC=C(C(=O)OCC)C(=O)c1cc(F)c(F)c(F)c1F. Reaction SMILES: [CH2:1]([O:2][CH:4]=[C:5]([C:6](=[O:7])[O:8][CH2:9][CH3:10])[C:11]([c:12]1[c:13]([F:21])[c:14]([F:20])[c:15]([F:19])[c:16]([F:18])[cH:17]1)=[O:22])[CH3:3].[CH2:23]([Cl:24])[Cl:25].[ClH:26].[NH2:27][CH2:28][CH2:29][C:30](=[O:31])[O:32][CH2:33][CH3:34].[Na+:39].[O-:35][C:36]([OH:37])=[O:38].[OH2:40]>>[CH:4](=[C:5]([C:6](=[O:7])[O:8][CH2:9][CH3:10])[C:11]([c:12]1[c:13]([F:21])[c:14]([F:20])[c:15]([F:19])[c:16]([F:18])[cH:17]1)=[O:22])[NH:27][CH2:28][CH2:29][C:30](=[O:31])[O:32][CH2:33][CH3:34]. Starting materials: FC1=C(C(=O)Cl)C=C(C=C1)I (2-fluoro-5-iodobenzoyl chloride), [Mg] (magnesium), BrC1=CC(=C(C(=C1)OC)OC)OC (1-bromo-3,4,5-trimethoxybenzene). The product is Compound 21, FC1=C(C=C(C=C1)I)C(=O)C1=CC(=C(C(=C1)OC)OC)OC ((2-fluoro-5-iodophenyl)(3,4,5-trimethoxyphenyl)methanone). RXN SMILES: [Mg].Br[C:3]1[CH:8]=[C:7]([O:9][CH3:10])[C:6]([O:11][CH3:12])=[C:5]([O:13][CH3:14])[CH:4]=1.[F:15][C:16]1[CH:24]=[CH:23][C:22]([I:25])=[CH:21][C:17]=1[C:18](Cl)=[O:19]>>[F:15][C:16]1[CH:24]=[CH:23][C:22]([I:25])=[CH:21][C:17]=1[C:18]([C:3]1[CH:8]=[C:7]([O:9][CH3:10])[C:6]([O:11][CH3:12])=[C:5]([O:13][CH3:14])[CH:4]=1)=[O:19]. Procedure details: First, magnesium was added to 1-bromo-3,4,5-trimethoxybenzene as a starting material, as shown in Reaction 6, and then 2-fluoro-5-iodobenzoyl chloride was added thereto to obtain a Compound 21 derivative [(2-fluoro-5-iodophenyl)(3,4,5-trimethoxyphenyl)methanone]. Using NaOMe, the fluoro group of thus obtained compound was substituted with a methoxy group to obtain (2-methoxy-5-iodophenyl)(3,4,5-trimethoxyphenyl)methanone. Thus obtained (2-methoxy-5-iodophenyl)(3,4,5-trimethoxyphenyl)methanone (3... Reactants: [BH4-], CO, CO, CCOC(C)=O, ClCCl, C=Cc1ccc2c3c4c(c(-c5ccccc5Cl)cc3n(C)c2c1)C(=O)NC4=O, [Na+], O=[O+][O-], O. Product: Cn1c2cc(CO)ccc2c2c3c(c(-c4ccccc4Cl)cc21)C(=O)NC3=O. Reaction SMILES: [BH4-:32].[CH3:37][OH:38].[CH3:39][OH:40].[CH3:42][CH2:43][O:44][C:45](=[O:46])[CH3:47].[Cl:34][CH2:35][Cl:36].[Cl:4][c:5]1[c:6](-[c:11]2[cH:12][c:13]3[n:14]([CH3:31])[c:15]4[cH:16][c:17]([CH:29]=[CH2:30])[cH:18][cH:19][c:20]4[c:21]3[c:22]3[c:23]2[C:24](=[O:28])[NH:25][C:26]3=[O:27])[cH:7][cH:8][cH:9][cH:10]1.[Na+:33].[O-:1][O+:2]=[O:3].[OH2:41]>>[OH:1][CH2:29][c:17]1[cH:16][c:15]2[n:14]([CH3:31])[c:13]3[cH:12][c:11](-[c:6]4[c:5]([Cl:4])[cH:10][cH:9][cH:8][cH:7]4)[c:23]4[c:22]([c:21]3[c:20]2[cH:19][cH:18]1)[C:26](=[O:27])[NH:25][C:24]4=[O:28]. Reactants: ClCCC(=O)C1=CC=C(C=C1)F (3-chloro-1-(4-fluorophenyl)propan-1-one), C(CC=C)[Mg]Br (3-butenylmagnesium bromide). Product: ClCCC(CCC=C)(O)C1=CC=C(C=C1)F (1-chloro-3-(4-fluorophenyl)hept-6-en-3-ol). As a reaction SMILES: [Cl:1][CH2:2][CH2:3][C:4]([C:6]1[CH:11]=[CH:10][C:9]([F:12])=[CH:8][CH:7]=1)=[O:5].[CH2:13]([Mg]Br)[CH2:14][CH:15]=[CH2:16]>>[Cl:1][CH2:2][CH2:3][C:4]([C:6]1[CH:7]=[CH:8][C:9]([F:12])=[CH:10][CH:11]=1)([OH:5])[CH2:16][CH2:15][CH:14]=[CH2:13]. Procedure details: 1-chloro-3-(4-fluorophenyl)hept-6-en-3-ol was prepared from 3-chloro-1-(4-fluorophenyl)propan-1-one and 3-butenylmagnesium bromide following a procedure analogous to that described in Example 110 Step 1.